Task: describe an organic reaction: reactants, conditions, products, and yield. Dataset: the Open Reaction Database (ORD), a public repository of structured organic reaction records Starting materials: O=C([O-])[O-], CN(C)C=O, ClCc1cccnc1, N#CC(C#N)CCC(F)(F)F, [K+], [K+], O. The product is N#CC(C#N)(CCC(F)(F)F)Cc1cccnc1. RXN SMILES: [C:12](=[O:13])([O-:14])[O-:15].[CH3:27][N:28]([CH3:29])[CH:30]=[O:31].[Cl:18][CH2:19][c:20]1[cH:21][n:22][cH:23][cH:24][cH:25]1.[F:1][C:2]([CH2:3][CH2:4][CH:5]([C:6]#[N:7])[C:8]#[N:9])([F:10])[F:11].[K+:16].[K+:17].[OH2:26]>>[F:1][C:2]([CH2:3][CH2:4][C:5]([C:6]#[N:7])([C:8]#[N:9])[CH2:19][c:20]1[cH:21][n:22][cH:23][cH:24][cH:25]1)([F:10])[F:11]. Starting materials: CC(=O)[O-], CC(=O)[O-], CCCC[Sn+2]CCCC, Cc1ccccc1, CN(C)c1ccncc1, O=C(Cl)N1CCOCC1, O=C(OCC(Cl)(Cl)Cl)N1CCC(c2ccc(OCCO)cc2)C(OCc2ccc3ccccc3c2)C1. Yields the product O=C(OCCOc1ccc(C2CCN(C(=O)OCC(Cl)(Cl)Cl)CC2OCc2ccc3ccccc3c2)cc1)N1CCOCC1. Reaction SMILES: [C:46]([O-:47])(=[O:48])[CH3:49].[C:50]([O-:51])(=[O:52])[CH3:53].[CH2:54]([Sn+2:55][CH2:56][CH2:57][CH2:58][CH3:59])[CH2:60][CH2:61][CH3:62].[CH3:63][c:64]1[cH:65][cH:66][cH:67][cH:68][cH:69]1.[CH3:70][N:71]([CH3:72])[c:73]1[cH:74][cH:75][n:76][cH:77][cH:78]1.[O:37]1[CH2:38][CH2:39][N:40]([C:43](=[O:44])[Cl:45])[CH2:41][CH2:42]1.[OH:1][CH2:2][CH2:3][O:4][c:5]1[cH:6][cH:7][c:8]([CH:11]2[CH:12]([O:25][CH2:26][c:27]3[cH:28][c:29]4[cH:30][cH:31][cH:32][cH:33][c:34]4[cH:35][cH:36]3)[CH2:13][N:14]([C:17](=[O:18])[O:19][CH2:20][C:21]([Cl:22])([Cl:23])[Cl:24])[CH2:15][CH2:16]2)[cH:9][cH:10]1>>[O:1]([CH2:2][CH2:3][O:4][c:5]1[cH:6][cH:7][c:8]([CH:11]2[CH:12]([O:25][CH2:26][c:27]3[cH:28][c:29]4[cH:30][cH:31][cH:32][cH:33][c:34]4[cH:35][cH:36]3)[CH2:13][N:14]([C:17](=[O:18])[O:19][CH2:20][C:21]([Cl:22])([Cl:23])[Cl:24])[CH2:15][CH2:16]2)[cH:9][cH:10]1)[C:43]([N:40]1[CH2:39][CH2:38][O:37][CH2:42][CH2:41]1)=[O:44]. Starting materials: C(C)OC(CCC1=NN=C(C2=CC(=CC=C12)OC)Cl)=O (3-(4-chloro-6-methoxy-phthalazin-1-yl)-propionic acid ethyl ester), BrC=1SC=CN1 (2-bromothiazole), C1(=CC=CC=C1)P(C1=CC=CC=C1)C1=CC=CC=C1 (triphenyphosphine). The reagents and catalysts are [Zn] (zinc), C(C)(=O)[O-].[Pd+2].C(C)(=O)[O-] (palladium acetate). The product is C(C)OC(CCC1=NN=C(C2=CC(=CC=C12)OC)C=1SC=CN1)=O (3-(6-Methoxy-4-thiazol-2-yl-phthalazin-1-yl)-propionic acid ethyl ester). Yield: 26.6%. As a reaction SMILES: [CH2:1]([O:3][C:4](=[O:20])[CH2:5][CH2:6][C:7]1[C:16]2[C:11](=[CH:12][C:13]([O:17][CH3:18])=[CH:14][CH:15]=2)[C:10](Cl)=[N:9][N:8]=1)[CH3:2].Br[C:22]1[S:23][CH:24]=[CH:25][N:26]=1.C1(P(C2C=CC=CC=2)C2C=CC=CC=2)C=CC=CC=1>[Zn].C([O-])(=O)C.[Pd+2].C([O-])(=O)C>[CH2:1]([O:3][C:4](=[O:20])[CH2:5][CH2:6][C:7]1[C:16]2[C:11](=[CH:12][C:13]([O:17][CH3:18])=[CH:14][CH:15]=2)[C:10]([C:22]2[S:23][CH:24]=[CH:25][N:26]=2)=[N:9][N:8]=1)[CH3:2] |f:4.5.6|. Reported procedure: Operating analogously at what described in example 48 starting from 3-(4-chloro-6-methoxy-phthalazin-1-yl)-propionic acid ethyl ester (4.5 g, 0.0153 mole), prepared as described in example 121, zinc (2.2 g), 2-bromothiazole (5 g, 0.0305 mole), palladium acetate (180 mg, 0.8 mmole), triphenyphosphine (630 mg, 2.4 mmoles), 1.4 g of the title compound were obtained (yield: 21%). m.p.: 153-154° C. Reactants: BrC(C#N)C1=CC=CC=C1 (α-bromobenzeneacetonitrile), O (Water), FC1=CC=C(C=C1)[Mg]Br (4-fluorophenyl magnesium bromide), C(=S)=S (carbon disulfide). Solvent: C1CCOC1 (THF). Run at time 0.5 hour. The product is FC1=CC=C(C(=S)SC(C2=CC=CC=C2)C#N)C=C1 (α-cyanobenzyl 4-fluorodithiobenzoate), solid. Yield: 62.0%. As a reaction SMILES: [F:1][C:2]1[CH:7]=[CH:6][C:5]([Mg]Br)=[CH:4][CH:3]=1.[C:10](=[S:12])=[S:11].Br[CH:14]([C:17]1[CH:22]=[CH:21][CH:20]=[CH:19][CH:18]=1)[C:15]#[N:16].O>C1COCC1>[F:1][C:2]1[CH:7]=[CH:6][C:5]([C:10]([S:12][CH:14]([C:15]#[N:16])[C:17]2[CH:22]=[CH:21][CH:20]=[CH:19][CH:18]=2)=[S:11])=[CH:4][CH:3]=1. Procedure details: To a 100 ml round bottom flask was added 10 ml 4-fluorophenyl magnesium bromide (1.0M solution in ethyl ether) and diluted to 20 ml with anhydrous THF. 0.76 g carbon disulfide was added dropwise to this mixture and stirred for ½ h at room temperature. Then to the dark red solution was added 2 g α-bromobenzeneacetonitrile dropwise and the mixture stirred for another 2 h. Water was added to the mixture and the organic product was extracted with diethyl ether (3×50 ml), dried with magnesium sulfate... Starting materials: CC(C)(C)OC(=O)N1CCCC1C(=O)O (Boc-Pro-OH), Fc1ccc(Cl)nc1 (2-chloro,5-fluoropyridine). The reagents and catalysts are [Cs+].[Cs+].[O-]C([O-])=O (CsCO3), CC(C)(C)C1=CC(=NC=C1)C2=NC=CC(=C2)C(C)(C)C (4,4-di-tert-butyl-2,2-bipyridyl), COCCOC.Cl[Ni]Cl (NiCl2-glyme), CC(C)(C)C1=CC2=N(->[Ir+]34(<-N5=CC(C(F)(F)F)=CC=C5C5=C(F)C=C(F)C=C53)(<-N3=CC(C(F)(F)F)=CC=C3C3=C(F)C=C(F)C=C34)<-N3=C2C=C(C(C)(C)C)C=C3)C=C1.F[P-](F)(F)(F)(F)F (Ir[dF(CF3)ppy]2(dtbbpy)PF6). Solvent: CN(C)C=O (DMF). Conditions: temperature 23 celsius, time 72 hour. Product: CC(C)(C)OC(=O)N1CCCC1c1ccc(F)cn1. Yield: 64.0%. Reported procedure: Prior to irradiation, the reaction mixture was degassed by bubbling argon for 20 minutes Reactants: FC=1C=NC=CC1 (3-fluoro-pyridine), [Li+].CC(C)[N-]C(C)C (LDA), C(C)I (ethyl iodide). Solvent: C1CCOC1 (THF). Reaction conditions: time 30 minute. Yields the product C(C)C1=C(C=NC=C1)F (4-Ethyl-3-fluoropyridine). Yield: 51.9%. Reaction SMILES: [Li+].[CH3:2][CH:3]([N-]C(C)C)C.[F:9][C:10]1[CH:11]=[N:12][CH:13]=[CH:14][CH:15]=1.C(I)C>C1COCC1>[CH2:2]([C:15]1[CH:14]=[CH:13][N:12]=[CH:11][C:10]=1[F:9])[CH3:3] |f:0.1|. Procedure: To a stirred solution of LDA (200 mmol) in dry THF (400 ml) (prepared by a similar method to that used in Example 1) at -70° C. and under a nitrogen atmosphere was added dropwise 3-fluoro-pyridine (20 g, 200 mmol). After 30 minutes at this temperature ethyl iodide (60 g, 370 mmol) was added dropwise to the reaction and the mixture was allowed to warm slowly to between -10° and -5° C. whereupon an exotherm occurred and the temperature rose to 15° to 20° C. The mixture was stirred for a further 30... Reactants: C[C@H]1OCC2=CC=3C[C@@H]4CNC[C@H](N4C3N=C21)C ((3R,5R,8aR)-3,5-Dimethyl-1,3,5,6,7,8,8a,9-octahydro-2-oxa-4,4b,7-triaza-cyclopenta[b]fluorene), P(O)(O)(O)=O (ortho phosphoric acid). Run in CO (methanol), CO (methanol). Reaction conditions: time 1 hour. Product: P(=O)(O)(O)O.C[C@H]1OCC2=CC=3C[C@@H]4CNC[C@H](N4C3N=C21)C ((3R,5R,8aR)-3,5-dimethyl-1,3,5,6,7,8,8a,9-octahydro-2-oxa-4,4b,7-triaza-cyclopenta[b]fluorene dihydrogenphosphate). Yield: 93.3%. RXN SMILES: [CH3:1][C@@H:2]1[C:17]2[C:5](=[CH:6][C:7]3[CH2:8][C@H:9]4[N:14]([C:15]=3[N:16]=2)[C@H:13]([CH3:18])[CH2:12][NH:11][CH2:10]4)[CH2:4][O:3]1.[P:19](=[O:23])([OH:22])([OH:21])[OH:20]>CO>[P:19]([OH:23])([OH:22])([OH:21])=[O:20].[CH3:1][C@@H:2]1[C:17]2[C:5](=[CH:6][C:7]3[CH2:8][C@H:9]4[N:14]([C:15]=3[N:16]=2)[C@H:13]([CH3:18])[CH2:12][NH:11][CH2:10]4)[CH2:4][O:3]1 |f:3.4|. Procedure: To a solution of 6.70 g (0.0273 mol) (3R,5R,8aR)-3,5-Dimethyl-1,3,5,6,7,8,8a,9-octahydro-2-oxa-4,4b,7-triaza-cyclopenta[b]fluorene in 90 ml methanol was added a solution of 2.67 g (0.0273 mol) ortho phosphoric acid in 30 ml methanol and the mixture was stirred at room temperature for 1 h. The solvent was evaporated and the residue was taken up in 130 ml ethanol. To the mixture were added seed crystals and stirring was continued for 22 h. The solids were collected by filtration and dried to const...